Dataset: the Open Reaction Database (ORD), a public repository of structured organic reaction records. Task: describe an organic reaction: reactants, conditions, products, and yield The reactants are [H-].[Na+] (sodium hydride), [H-].[Na+] (sodium hydride), C(Cl)Cl (methylene chloride), [H-].[Na+] (Sodium hydride), C(C)OC1=C(C2=CC=CC=C2C=C1)CC=1C(=NN(C1CC)C1=C(C=C(C=C1C)C(CC)O)C)CC (1-{4-[4-(2-ethoxy-naphthalen-1-ylmethyl)-3,5-diethyl-pyrazol-1-yl]-3,5-dimethylphenyl}-propan-1-ol), ICC (iodoethane), ICC (iodoethane). RXN SMILES: [H-].[Na+].[CH2:3]([O:5][C:6]1[CH:15]=[CH:14][C:13]2[C:8](=[CH:9][CH:10]=[CH:11][CH:12]=2)[C:7]=1[CH2:16][C:17]1[C:18]([CH2:36][CH3:37])=[N:19][N:20]([C:24]2[C:29]([CH3:30])=[CH:28][C:27]([CH:31]([OH:34])[CH2:32][CH3:33])=[CH:26][C:25]=2[CH3:35])[C:21]=1[CH2:22][CH3:23])[CH3:4].I[CH2:39][CH3:40].C(Cl)Cl>O1CCCC1>[CH2:3]([O:5][C:6]1[CH:15]=[CH:14][C:13]2[C:8](=[CH:9][CH:10]=[CH:11][CH:12]=2)[C:7]=1[CH2:16][C:17]1[C:18]([CH2:36][CH3:37])=[N:19][N:20]([C:24]2[C:25]([CH3:35])=[CH:26][C:27]([CH:31]([O:34][CH2:39][CH3:40])[CH2:32][CH3:33])=[CH:28][C:29]=2[CH3:30])[C:21]=1[CH2:22][CH3:23])[CH3:4] |f:0.1|. Conditions: time 5 minute. Product: C(C)OC1=C(C2=CC=CC=C2C=C1)CC=1C(=NN(C1CC)C1=C(C=C(C=C1C)C(CC)OCC)C)CC (4-(2-Ethoxy-naphthalen-1-ylmethyl)-1-[4(1-ethoxy-propyl)-2,6-dimethylphenyl]-3,5-diethyl-1H-pyrazole). The yield is 146.5%. Procedure: Sodium hydride (60% mineral oil dispersion, 0.031 g, 0.78 mmol) was added portionwise to a solution of 1-{4-[4-(2-ethoxy-naphthalen-1-ylmethyl)-3,5-diethyl-pyrazol-1-yl]-3,5-dimethylphenyl}-propan-1-ol (0.123 g, 0.26 mmol) in 0.5 ml anhydrous tetrahydrofuran. After stirring 5 minutes, iodoethane (0.104 ml, 1.3 mmol) was added and the resulting mixture was stirred for 16 hours at ambient temperature. A second portion of sodium hydride (0.031 g of a 60% sodium hydride mineral oil dispersion; 0.78 ... Solvent: O1CCCC1 (tetrahydrofuran). Reactants: CC(C)(C)OC(=O)CCn1c2ccccc2c2c3c(c4c5ccccc5[nH]c4c21)C(=O)NC3, Cl, C1COCCO1. Yields the product O=C(O)CCn1c2ccccc2c2c3c(c4c5ccccc5[nH]c4c21)C(=O)NC3. Reaction SMILES: [C:1]([CH3:2])([CH3:3])([CH3:4])[O:5][C:6](=[O:7])[CH2:8][CH2:9][n:10]1[c:11]2[cH:12][cH:13][cH:14][cH:15][c:16]2[c:17]2[c:18]3[c:19]([c:20]4[c:21]([c:22]12)[nH:23][c:24]1[cH:25][cH:26][cH:27][cH:28][c:29]41)[C:30](=[O:33])[NH:31][CH2:32]3.[ClH:40].[O:34]1[CH2:35][CH2:36][O:37][CH2:38][CH2:39]1>>[O:5]=[C:6]([OH:7])[CH2:8][CH2:9][n:10]1[c:11]2[cH:12][cH:13][cH:14][cH:15][c:16]2[c:17]2[c:18]3[c:19]([c:20]4[c:21]([c:22]12)[nH:23][c:24]1[cH:25][cH:26][cH:27][cH:28][c:29]41)[C:30](=[O:33])[NH:31][CH2:32]3. The reactants are N1=CC=CC=C1 (pyridine), OCCC1CC(N(C2=CC=C(C=C12)OC)C)=O (3,4-dihydro-4-(2-hydroxyethyl)-6-methoxy-1-methyl-2(1H)-quinolinone). Reagents/catalysts: [O-2].[O-2].[O-2].[Cr+6] (chromium trioxide). The solvent is ClCCl (dichloromethane), ClCCl (dichloromethane). Conditions: time 0.5 hour. The product is COC=1C=C2C(CC(N(C2=CC1)C)=O)CC=O (1,2,3,4-tetrahydro-6-methoxy-1-methyl-2-oxo-4-quinolineacetaldehyde). Reaction SMILES: N1C=CC=CC=1.[OH:7][CH2:8][CH2:9][CH:10]1[C:19]2[C:14](=[CH:15][CH:16]=[C:17]([O:20][CH3:21])[CH:18]=2)[N:13]([CH3:22])[C:12](=[O:23])[CH2:11]1>ClCCl.[O-2].[O-2].[O-2].[Cr+6]>[CH3:21][O:20][C:17]1[CH:18]=[C:19]2[C:14](=[CH:15][CH:16]=1)[N:13]([CH3:22])[C:12](=[O:23])[CH2:11][CH:10]2[CH2:9][CH:8]=[O:7] |f:3.4.5.6|. Reported procedure: To a chilled (0° C.) solution of 69 ml of pyridine in 600 ml of dichloromethane was added 42.5 g of chromium trioxide. The resulting mixture was stirred at room temperature for 0.5 hour and a solution of 10.0 g of 3,4-dihydro-4-(2-hydroxyethyl)-6-methoxy-1-methyl-2(1H)-quinolinone in 100 ml of dichloromethane was added, dropwise. The reaction mixture was stirred for 0.5 hour, the solvent was decanted, and the resulting residue washed with dichloromethane. The combined organic layers were washed ... Starting materials: C1=CCCC1 (cyclopentene), C(C)(=O)[O-].[K+] (potassium acetate), N-dimethylformamide, C(C1=CC=CC=C1)(=O)NC1=C(C(=O)OC(C)(C)C)C=CC(=C1)I (tert-butyl 2-(benzamido)-4-iodobenzoate), C(CC(O)(C(=O)O)CC(=O)O)(=O)O (citric acid), C1=CCCC1 (cyclopentene), C(C)(=O)[O-].[K+] (potassium acetate). Reagents/catalysts: [Cl-].C(CCC)[N+](CCCC)(CCCC)CCCC (tetrabutylammonium chloride), C(C)(=O)[O-].[Pd+2].C(C)(=O)[O-] (palladium acetate), C1(=CC=CC=C1)P(C1=CC=CC=C1)C1=CC=CC=C1 (triphenylphosphine), C(C)(=O)[O-].[Pd+2].C(C)(=O)[O-] (palladium acetate), C1(=CC=CC=C1)P(C1=CC=CC=C1)C1=CC=CC=C1 (triphenylphosphine). Solvent: C(C)(=O)OCC (ethyl acetate). Reaction conditions: time 17 hour. The product is C(C1=CC=CC=C1)(=O)NC1=C(C(=O)OC(C)(C)C)C=CC(=C1)C1C=CCC1 (tert-butyl 2-(benzamido)-4-(2-cyclopenten-1-yl)benzoate). RXN SMILES: [CH:1]1[CH2:5][CH2:4][CH2:3][CH:2]=1.C([O-])(=O)C.[K+].[C:11]([NH:19][C:20]1[CH:32]=[C:31](I)[CH:30]=[CH:29][C:21]=1[C:22]([O:24][C:25]([CH3:28])([CH3:27])[CH3:26])=[O:23])(=[O:18])[C:12]1[CH:17]=[CH:16][CH:15]=[CH:14][CH:13]=1.C(O)(=O)CC(CC(O)=O)(C(O)=O)O>[Cl-].C([N+](CCCC)(CCCC)CCCC)CCC.C([O-])(=O)C.[Pd+2].C([O-])(=O)C.C1(P(C2C=CC=CC=2)C2C=CC=CC=2)C=CC=CC=1.C(OCC)(=O)C>[C:11]([NH:19][C:20]1[CH:32]=[C:31]([CH:1]2[CH2:5][CH2:4][CH:3]=[CH:2]2)[CH:30]=[CH:29][C:21]=1[C:22]([O:24][C:25]([CH3:27])([CH3:28])[CH3:26])=[O:23])(=[O:18])[C:12]1[CH:13]=[CH:14][CH:15]=[CH:16][CH:17]=1 |f:1.2,5.6,7.8.9|. Procedure details: 0.21 mL of cyclopentene, 0.14 g of potassium acetate, 0.13 g of tetrabutylammonium chloride, 3.1 mg of triphenylphosphine and 2.7 mg of palladium acetate were added to 1.0 mL of N-dimethylformamide solution containing 0.20 g of tert-butyl 2-(benzamido)-4-iodobenzoate at room temperature and stirred under nitrogen atmosphere at the same temperature for 17 hours. 0.21 mL of cyclopentene, 23 mg of potassium acetate, 3.1 mg of triphenylphosphine and 2.7 mg of palladium acetate were added to the reac...